Dataset: the Open Reaction Database (ORD), a public repository of structured organic reaction records. Task: describe an organic reaction: reactants, conditions, products, and yield The reactants are CI, COc1ccc2c(=O)cc(S)sc2c1, [Cl-], [H-], [NH4+], [Na+], CN(C)C=O. The product is COc1ccc2c(=O)cc(SC)sc2c1. RXN SMILES: [CH3:17][I:18].[CH3:1][O:2][c:3]1[cH:4][c:5]2[c:6]([c:7](=[O:12])[cH:8][c:9]([SH:11])[s:10]2)[cH:13][cH:14]1.[Cl-:19].[H-:15].[NH4+:20].[Na+:16].[O:21]=[CH:22][N:23]([CH3:24])[CH3:25]>>[CH3:1][O:2][c:3]1[cH:4][c:5]2[c:6]([c:7](=[O:12])[cH:8][c:9]([S:11][CH3:17])[s:10]2)[cH:13][cH:14]1. The product is CC(C)OC1CC2(C)C(CCC3C4CCCC4(C)CCC32)CC1O. Reactants: [BH3-]C#N, [Na+], CN(C)C=O, O, Cc1ccc(S(=O)(=O)NN=C2CCC3C4CCC5CC(O)C(OC(C)C)CC5(C)C4CCC23C)cc1, O=S1(=O)CCCC1, Cc1ccc(S(=O)(=O)O)cc1. RXN SMILES: [C:37]([BH3-:38])#[N:39].[Na+:40].[O:60]=[CH:61][N:62]([CH3:63])[CH3:64].[OH2:59].[S:1]([NH:2][N:3]=[C:13]1[C:14]2([CH3:15])[CH:16]([CH2:17][CH2:18]1)[CH:19]1[CH2:20][CH2:21][CH:22]3[CH2:23][CH:24]([OH:36])[CH:25]([O:32][CH:33]([CH3:34])[CH3:35])[CH2:26][C:27]3([CH3:28])[CH:29]1[CH2:30][CH2:31]2)([c:4]1[cH:5][cH:6][c:7]([CH3:8])[cH:9][cH:10]1)(=[O:11])=[O:12].[S:52]1(=[O:57])(=[O:58])[CH2:53][CH2:54][CH2:55][CH2:56]1.[c:41]1([CH3:42])[cH:43][cH:44][c:45]([S:46]([OH:47])(=[O:48])=[O:49])[cH:50][cH:51]1>>[CH2:13]1[C:14]2([CH3:15])[CH:16]([CH2:17][CH2:18]1)[CH:19]1[CH2:20][CH2:21][CH:22]3[CH2:23][CH:24]([OH:36])[CH:25]([O:32][CH:33]([CH3:34])[CH3:35])[CH2:26][C:27]3([CH3:28])[CH:29]1[CH2:30][CH2:31]2.